Dataset: the Open Reaction Database (ORD), a public repository of structured organic reaction records. Task: describe an organic reaction: reactants, conditions, products, and yield Reactants: ClC1=C(C2=C(OCO2)C(=C1)I)N (5-chloro-7-iodo-1,3-benzodioxol-4-amine), COC(CC#C)C (4-methoxypent-1-yne), C(C)(C)NC(C)C (diisopropylamine). Reagents/catalysts: [Cu]I (copper(I) iodide), Cl[Pd]([P](C1=CC=CC=C1)(C2=CC=CC=C2)C3=CC=CC=C3)([P](C4=CC=CC=C4)(C5=CC=CC=C5)C6=CC=CC=C6)Cl (bis(triphenylphosphine)palladium(II) dichloride). Solvent: C(C)(=O)OCC (ethyl acetate), ice methanol. Run at time 90 minute. Product: ClC1=C(C2=C(OCO2)C(=C1)C#CCC(C)OC)N (5-chloro-7-(4-methoxypent-1-yn-1-yl)-1,3-benzodioxol-4-amine). Isolated yield 91.5%. Reaction SMILES: [Cl:1][C:2]1[CH:10]=[C:9](I)[C:5]2[O:6][CH2:7][O:8][C:4]=2[C:3]=1[NH2:12].[CH3:13][O:14][CH:15]([CH3:19])[CH2:16][C:17]#[CH:18].C(NC(C)C)(C)C>C(OCC)(=O)C.Cl[Pd](Cl)([P](C1C=CC=CC=1)(C1C=CC=CC=1)C1C=CC=CC=1)[P](C1C=CC=CC=1)(C1C=CC=CC=1)C1C=CC=CC=1.[Cu]I>[Cl:1][C:2]1[CH:10]=[C:9]([C:18]#[C:17][CH2:16][CH:15]([O:14][CH3:13])[CH3:19])[C:5]2[O:6][CH2:7][O:8][C:4]=2[C:3]=1[NH2:12] |^1:35,54|. Procedure: 5-chloro-7-iodo-1,3-benzodioxol-4-amine (600 mg, 2.02 mmol) and 4-methoxypent-1-yne (500 mg, 5.10 mmol) in ethyl acetate (8 ml) were cooled in ice-methanol, under an atmosphere of nitrogen, then treated with bis(triphenylphosphine)palladium(II) dichloride (141 mg, 10 mol %) followed by copper(I) iodide (38 mg, 10 mol %) and diisopropylamine (407 mg, 5.69 mmol). The reaction was allowed to warn to room temperature and stirred 90 min then filtered through Celite. The filtrate was purified by colum...